This data is from the Open Reaction Database (ORD), a public repository of structured organic reaction records. The task is: describe an organic reaction: reactants, conditions, products, and yield Reactants: FC1=C(N)C=CC(=C1F)F (2,3,4-Trifluoroaniline), C(C(=O)C)(=O)O (pyruvic acid), [H][H] (hydrogen). The reagents and catalysts are [Pd] (Pd—C). The solvent is CC(C)O (IPA). Yields the product FC1=C(NC(C(=O)O)C)C=CC(=C1F)F (2-(2,3,4-Trifluoroanilino)propionic acid). The yield is 91.4%. Reaction SMILES: [F:1][C:2]1[C:8]([F:9])=[C:7]([F:10])[CH:6]=[CH:5][C:3]=1[NH2:4].[C:11]([OH:16])(=[O:15])[C:12]([CH3:14])=O.[H][H]>CC(O)C.[Pd]>[F:1][C:2]1[C:8]([F:9])=[C:7]([F:10])[CH:6]=[CH:5][C:3]=1[NH:4][CH:12]([CH3:14])[C:11]([OH:16])=[O:15]. Procedure: 2,3,4-Trifluoroaniline (4.18 g) and pyruvic acid (2.75 g) were dissolved in IPA (40 ml). After adding 10% Pd—C (0.21 g), the mixture was stirred at 40° C. under atmospheric pressure in a hydrogen atmosphere for 3 hours. After filtering off Pd—C, the obtained filtrate was concentrated under reduced pressure. Thus the title compound (5.69 g) was obtained as colorless crystals. Various spectral data of this product was identical with those of a specimen synthesized separately. RXN SMILES: [C:1]([C:5]1[CH:20]=[CH:19][CH:18]=[CH:17][C:6]=1[O:7][C:8]1[C:13]([N:14]=[C:15]=[O:16])=[CH:12][CH:11]=[CH:10][N:9]=1)([CH3:4])([CH3:3])[CH3:2].[NH:21]1[C:29]2[C:24](=[CH:25][CH:26]=[CH:27][CH:28]=2)[C:23](C(O)=O)=[CH:22]1>>[C:1]([C:5]1[CH:20]=[CH:19][CH:18]=[CH:17][C:6]=1[O:7][C:8]1[C:13]([NH:14][C:15]([C:23]2[C:24]3[C:29](=[CH:28][CH:27]=[CH:26][CH:25]=3)[NH:21][CH:22]=2)=[O:16])=[CH:12][CH:11]=[CH:10][N:9]=1)([CH3:4])([CH3:2])[CH3:3]. Yields the product C(C)(C)(C)C1=C(OC2=NC=CC=C2NC(=O)C2=CNC3=CC=CC=C23)C=CC=C1 (N-(2-(2-tert-butylphenoxy)pyridin-3-yl)-1H-indole-3-carboxamide). Starting materials: C(C)(C)(C)C1=C(OC2=NC=CC=C2N=C=O)C=CC=C1 (2-(2-tert-butylphenoxy)-3-isocyanatopyridine), N1C=C(C2=CC=CC=C12)C(=O)O (1H-indole-3-carboxylic acid). Procedure details: Example 72 was prepared from 2-(2-tert-butylphenoxy)pyridin-3-amine (1a) and 1H-indole-3-carboxylic acid using the procedure described for Example 70. LC-MS m/z 386.2 [M+H]+. Reactants: CCOC(=O)c1cc2cc(Br)ccc2[nH]1, CO, N. Yields the product NC(=O)c1cc2cc(Br)ccc2[nH]1. As a reaction SMILES: [CH2:1]([O:3][C:4](=[O:2])[c:6]1[nH:7][c:8]2[cH:9][cH:10][c:11]([Br:15])[cH:12][c:13]2[cH:14]1)[CH3:5].[CH3:17][OH:18].[NH3:16]>>[O:3]=[C:4]([c:6]1[nH:7][c:8]2[cH:9][cH:10][c:11]([Br:15])[cH:12][c:13]2[cH:14]1)[NH2:16].